From a dataset of the Open Reaction Database (ORD), a public repository of structured organic reaction records. describe an organic reaction: reactants, conditions, products, and yield Reactants: C(C)(=O)OC=1C=C(C(=O)O)C=C(C1NC(C)=O)[N+](=O)[O-] (3-acetoxy-4-(acetylamino)-5-nitrobenzoic acid), Cl (HCl). The solvent is [OH-].[Na+] (NaOH), O (water). Conditions: time 4 hour. Yields the product C(C)(=O)NC1=C(C=C(C(=O)O)C=C1[N+](=O)[O-])O (4-(acetylamino)-3-hydroxy-5-nitrobenzoic acid). The yield is 83.7%. As a reaction SMILES: C([O:4][C:5]1[CH:6]=[C:7]([CH:11]=[C:12]([N+:18]([O-:20])=[O:19])[C:13]=1[NH:14][C:15](=[O:17])[CH3:16])[C:8]([OH:10])=[O:9])(=O)C.Cl>[OH-].[Na+].O>[C:15]([NH:14][C:13]1[C:12]([N+:18]([O-:20])=[O:19])=[CH:11][C:7]([C:8]([OH:10])=[O:9])=[CH:6][C:5]=1[OH:4])(=[O:17])[CH3:16] |f:2.3|. Procedure details: Compound 104 (0.850 g, 3.54 mmol) was dissolved in 0.1N NaOH (80 mL), and the mixture was stirred at room temperature for 4 hours. This was acidified with concentrated HCl (2 mL), diluted with water (20 mL), and extracted with ethyl acetate (3×60 mL). The combined extracts were dried (Na2SO4) and concentrated on a rotary evaporator to give crystalline 105 (0.712 g, 98.4% yield): mp 256-259° C. (methanol). Reactants: CSc1ccc(N2CCc3c(OC4CCN(C(=O)OC(C)C)CC4)ncnc32)cc1, OC(C(F)(F)F)C(F)(F)F, OO. The product is CC(C)OC(=O)N1CCC(Oc2ncnc3c2CCN3c2ccc(S(C)=O)cc2)CC1. As a reaction SMILES: [CH3:1][S:2][c:3]1[cH:4][cH:5][c:6]([N:9]2[CH2:10][CH2:11][c:12]3[c:13]2[n:14][cH:15][n:16][c:17]3[O:18][CH:19]2[CH2:20][CH2:21][N:22]([C:25](=[O:26])[O:27][CH:28]([CH3:29])[CH3:30])[CH2:23][CH2:24]2)[cH:7][cH:8]1.[F:33][C:34]([F:35])([F:36])[CH:37]([OH:38])[C:39]([F:40])([F:41])[F:42].[OH:31][OH:32]>>[CH3:1][S:2]([c:3]1[cH:4][cH:5][c:6]([N:9]2[CH2:10][CH2:11][c:12]3[c:13]2[n:14][cH:15][n:16][c:17]3[O:18][CH:19]2[CH2:20][CH2:21][N:22]([C:25](=[O:26])[O:27][CH:28]([CH3:29])[CH3:30])[CH2:23][CH2:24]2)[cH:7][cH:8]1)=[O:31]. The reactants are OC1=CC(=NC=2N1N=C(N2)C)C(=O)OC (7-hydroxy-5-methoxycarbonyl-2-methyl-s-triazolo[1,5-a]pyrimidine), [BH4-].[Na+] (sodium borohydride). The solvent is C(C)O (ethanol), C(C)O (ethanol). Reaction conditions: time 3 hour. Yields the product OC1=CC(=NC=2N1N=C(N2)C)CO (7-hydroxy-5-hydroxymethyl-2-methyl-s-triazolo[1,5-a]pyrimidine). The yield is 100.1%. Reaction SMILES: [OH:1][C:2]1[N:7]2[N:8]=[C:9]([CH3:11])[N:10]=[C:6]2[N:5]=[C:4]([C:12](OC)=[O:13])[CH:3]=1.[BH4-].[Na+]>C(O)C>[OH:1][C:2]1[N:7]2[N:8]=[C:9]([CH3:11])[N:10]=[C:6]2[N:5]=[C:4]([CH2:12][OH:13])[CH:3]=1 |f:1.2|. Procedure details: In 4 liters of ethanol was suspended 45.4 g of 7-hydroxy-5-methoxycarbonyl-2-methyl-s-triazolo[1,5-a]pyrimidine and 37.83 g of sodium borohydride was added little by little thereto, and the mixture was then stirred at room temperature for 3 hours. A residue obtained by removing ethanol was dissolved in 2 liters of water, and 500 ml of Amberlite IRC-50 (H+) (trade name) was added thereto and stirred. Subsequently, the mixture was filtered and after removing water from the filtrate, 500 ml of meth... RXN SMILES: [C:1]1([C:7]2[CH:8]=[N:9][N:10]([CH2:12][C:13]([O:15]CC)=O)[CH:11]=2)[CH:6]=[CH:5][CH:4]=[CH:3][CH:2]=1.[CH2:18]([N:20]([CH2:25][CH3:26])[CH2:21][CH2:22][CH2:23][NH2:24])[CH3:19].O>CN(C=O)C>[CH2:18]([N:20]([CH2:25][CH3:26])[CH2:21][CH2:22][CH2:23][NH:24][C:13](=[O:15])[CH2:12][N:10]1[CH:11]=[C:7]([C:1]2[CH:2]=[CH:3][CH:4]=[CH:5][CH:6]=2)[CH:8]=[N:9]1)[CH3:19]. Starting materials: C1(=CC=CC=C1)C=1C=NN(C1)CC(=O)OCC (ethyl 4-phenyl-1H-pyrazole-1-acetate), C(C)N(CCCN)CC (3-(diethylamino)propanamine), O (water). Procedure: A solution of 13.5g (0.059 mol) of ethyl 4-phenyl-1H-pyrazole-1-acetate of example 3 and 12.6 mL (0.08 mol) of 3-(diethylamino)propanamine in 130 mL of DMF was stirred at 100° C. for 4hr. The reaction was poured into water, extracted into methlene chloride, and stripped. The residue was triturated in ether and the resulting solid was recrystallized from ether-hexane to yield 3.70g of product, mp 55°-57° C. Product: C(C)N(CCCNC(CN1N=CC(=C1)C1=CC=CC=C1)=O)CC (N-[3-(Diethylamino)Propyl]-4-Phenyl-1H-Pyrazole-1-Acetamide). Isolated yield 19.9%. Solvent: CN(C)C=O (DMF). RXN SMILES: [C:53](=[O:54])([O-:55])[O-:56].[Cl:59][CH2:60][Cl:61].[K+:57].[K+:58].[OH:1][C:2]([C:3]([F:4])([F:5])[F:6])=[O:7].[c:8]1([CH2:18][n:19]2[c:20](=[O:21])[n:22]([CH2:48][C:49](=[O:50])[O:51][CH3:52])[c:23]3[n:24][c:25]([N:34]4[CH2:35][CH:36]([NH:40][C:41]([O:42][C:43]([CH3:44])([CH3:45])[CH3:46])=[O:47])[CH2:37][CH2:38][CH2:39]4)[n:26]([CH2:30][C:31]#[C:32][CH3:33])[c:27]3[c:28]2=[O:29])[cH:9][cH:10][cH:11][c:12]2[cH:13][cH:14][cH:15][cH:16][c:17]12>>[c:8]1([CH2:18][n:19]2[c:20](=[O:21])[n:22]([CH2:48][C:49](=[O:50])[O:51][CH3:52])[c:23]3[n:24][c:25]([N:34]4[CH2:35][CH:36]([NH2:40])[CH2:37][CH2:38][CH2:39]4)[n:26]([CH2:30][C:31]#[C:32][CH3:33])[c:27]3[c:28]2=[O:29])[cH:9][cH:10][cH:11][c:12]2[cH:13][cH:14][cH:15][cH:16][c:17]12. The product is CC#CCn1c(N2CCCC(N)C2)nc2c1c(=O)n(Cc1cccc3ccccc13)c(=O)n2CC(=O)OC. Starting materials: O=C([O-])[O-], ClCCl, [K+], [K+], O=C(O)C(F)(F)F, CC#CCn1c(N2CCCC(NC(=O)OC(C)(C)C)C2)nc2c1c(=O)n(Cc1cccc3ccccc13)c(=O)n2CC(=O)OC. Reactants: [OH-].[Na+] (NaOH), C[C@]12CC[C@@H]3C=4C=CC(=CC4CC[C@H]3[C@@H]1CC[C@@H]2O)O (estradiol), COS(=O)(=O)[O-] (methylsulfate). The solvent is O (water), C(C)O (ethanol). Yields the product C[C@]12CC[C@H]3[C@H]([C@@H]1CC[C@@H]2O)CCC4=C3C=CC(=C4)OC (3-methoxyestradiol). As a reaction SMILES: [CH3:1][C@@:2]12[C@@H:18]([OH:19])[CH2:17][CH2:16][C@H:15]1[C@H:14]1[C@@H:5]([C:6]3[CH:7]=[CH:8][C:9]([OH:20])=[CH:10][C:11]=3[CH2:12][CH2:13]1)[CH2:4][CH2:3]2.[OH-].[Na+].[CH3:23]OS([O-])(=O)=O>C(O)C.O>[CH3:1][C@@:2]12[C@@H:18]([OH:19])[CH2:17][CH2:16][C@H:15]1[C@@H:14]1[CH2:13][CH2:12][C:11]3[CH:10]=[C:9]([O:20][CH3:23])[CH:8]=[CH:7][C:6]=3[C@H:5]1[CH2:4][CH2:3]2 |f:1.2|. Reported procedure: To a solution of estradiol (10.0 g, 36.7 mmol) in ethanol (100 ml) at reflux was added NaOH (100 mmol) in water (10 ml) followed by the dropwise addition of methylsulfate (Me2SO4) (100 mmol). Neutralization with 10% HCl, subsequent concentration of the mixture followed by filtration through silica gel with ethyl ether, afforded 3-methoxyestradiol as white needles. Dissolving metal reduction of 3-methoxyestradiol was carried out via the methods described by Wilds and affording the known dihydroes... The reactants are CC(C)([O-])C.[K+] (Potassium tert-butoxide), C(=O)C1=C(NC(=C1C)C)C(=O)OC (methyl 3-formyl-4,5-dimethylpyrrole-2-carboxylate), O (water), C[C@@H]1[C@H](C1)CBr ((1S,2S)-2-methylcyclopropylmethyl bromide). The reagents and catalysts are CC(C)([O-])C.[K+] (Potassium tert-butoxide), C[C@@H]1[C@H](C1)CBr ((1S,2S)-2-methylcyclopropylmethyl bromide), C1COCCOCCOCCOCCOCCO1 (18-crown-6). Run in O1CCCC1 (tetrahydrofuran). Conditions: time 1 hour. Product: C(=O)C1=C(N(C(=C1C)C)C[C@@H]1[C@H](C1)C)C(=O)OC (Methyl 3-formyl-4,5-dimethyl-1-[(1S,2S)-2-methylcyclopropylmethyl]pyrrole-2-carboxylate). Isolated yield 103.9%. As a reaction SMILES: CC(C)([O-])C.[K+].[CH:7]([C:9]1[C:13]([CH3:14])=[C:12]([CH3:15])[NH:11][C:10]=1[C:16]([O:18][CH3:19])=[O:17])=[O:8].[CH3:20][C@H:21]1[CH2:23][C@@H:22]1[CH2:24]Br.O>O1CCCC1.C1OCCOCCOCCOCCOCCOC1.CC(C)([O-])C.[K+].C[C@H]1C[C@@H]1CBr>[CH:7]([C:9]1[C:13]([CH3:14])=[C:12]([CH3:15])[N:11]([CH2:20][C@H:21]2[CH2:23][C@@H:22]2[CH3:24])[C:10]=1[C:16]([O:18][CH3:19])=[O:17])=[O:8] |f:0.1,7.8|. Reported procedure: Potassium tert-butoxide (3.94 g, 35.1 mmol) was added to a solution of methyl 3-formyl-4,5-dimethylpyrrole-2-carboxylate (5.79 g, 31.9 mmol) and 18-crown-6 (0.41 g, 1.55 mmol) in tetrahydrofuran (130 ml) and the mixture was stirred at room temperature for 1 hour. After dropwise addition over 30 minutes of (1S,2S)-2-methylcyclopropylmethyl bromide (5.71 g, 38.3 mmol) to the reaction mixture at 50° C., the mixture was heated under reflux for 3 hours. Potassium tert-butoxide (0.36 g, 3.22 mmol) and... The reactants are intermediate, OCC1=C(C=C(C=C1)C(C)(C)C)O (2-(hydroxymethyl)-5-t-butylphenol), C(C)(C)(C)C1=C(C=CC(=C1)C)O (2-t-butyl-4-methylphenol), [OH-].[Na+] (sodium hydroxide), Cl (hydrochloric acid). Solvent: O (water), O (water). Yields the product OC1=C(C=C(C=C1C(C)(C)C)C)CC1=C(C=C(C=C1)C(C)(C)C)O ((2-hydroxy-3-t-butyl-5-methylphenyl)-(2-hydroxy-4-t-butylphenyl)methane). Isolated yield 36.0%. As a reaction SMILES: O[CH2:2][C:3]1[CH:8]=[CH:7][C:6]([C:9]([CH3:12])([CH3:11])[CH3:10])=[CH:5][C:4]=1[OH:13].[C:14]([C:18]1[CH:23]=[C:22]([CH3:24])[CH:21]=[CH:20][C:19]=1[OH:25])([CH3:17])([CH3:16])[CH3:15].[OH-].[Na+].Cl>O>[OH:25][C:19]1[C:18]([C:14]([CH3:16])([CH3:15])[CH3:17])=[CH:23][C:22]([CH3:24])=[CH:21][C:20]=1[CH2:2][C:3]1[CH:8]=[CH:7][C:6]([C:9]([CH3:12])([CH3:11])[CH3:10])=[CH:5][C:4]=1[OH:13] |f:2.3|. Reported procedure: In a 300 ml eggplant-type flask equipped with a Dimroth condenser, 10.3 g (0.057 mol) of intermediate 2-(hydroxymethyl)-5-t-butylphenol and 10.2 g (0.062 mol) of 2-t-butyl-4-methylphenol were suspended in 60 ml of water. To this suspension, an aqueous solution having 10.2 g (0.26 mol) of sodium hydroxide dissolved in 50 ml of water, was added, and the mixture was stirred by a magnetic stirrer. This mixture was heated to a temperature of from 100° to 110° C. and stirred at that temperature for 17... Starting materials: O=C(CCc1ccccc1)c1ccc(OCc2ccccc2)cc1, COc1ccc(CC(=O)O)cc1, CC#N. The product is COc1ccc(CC(=O)OCC(=O)c2ccc(OCc3ccccc3)cc2)cc1. As a reaction SMILES: [CH2:13]([c:14]1[cH:15][cH:16][cH:17][cH:18][cH:19]1)[O:20][c:21]1[cH:22][cH:23][c:24]([C:27]([CH2:28][CH2:29][c:30]2[cH:31][cH:32][cH:33][cH:34][cH:35]2)=[O:36])[cH:25][cH:26]1.[CH3:1][O:2][c:3]1[cH:4][cH:5][c:6]([CH2:9][C:10](=[O:11])[OH:12])[cH:7][cH:8]1.[CH3:37][C:38]#[N:39]>>[CH3:1][O:2][c:3]1[cH:4][cH:5][c:6]([CH2:9][C:10](=[O:11])[O:12][CH2:28][C:27]([c:24]2[cH:23][cH:22][c:21]([O:20][CH2:13][c:14]3[cH:15][cH:16][cH:17][cH:18][cH:19]3)[cH:26][cH:25]2)=[O:36])[cH:7][cH:8]1.